Dataset: the Open Reaction Database (ORD), a public repository of structured organic reaction records. Task: describe an organic reaction: reactants, conditions, products, and yield Starting materials: C(C)(=O)OCC (ethyl acetate), FC=1C=C(C=CC1O)C1=NC=C(C=N1)C1=CC=C(C=C1)CCCCCCC (2-(3-fluoro-4-hydroxyphenyl)-5-(4-heptylphenyl)pyrimidine), [K].CC(C)([O-])C (potassium tertbutoxide), C(CCCCC)Br (n-hexyl bromide). Run in O (water), CS(=O)C (dimethyl sulfoxide). Conditions: time 30 minute. Product: FC=1C=C(C=CC1OCCCCCC)C1=NC=C(C=N1)C1=CC=C(C=C1)CCCCCCC (2-(3-fluoro-4-hexyloxyphenyl)-5-(4-heptylphenyl)pyrimidine). Yield: 74.0%. RXN SMILES: [F:1][C:2]1[CH:3]=[C:4]([C:9]2[N:14]=[CH:13][C:12]([C:15]3[CH:20]=[CH:19][C:18]([CH2:21][CH2:22][CH2:23][CH2:24][CH2:25][CH2:26][CH3:27])=[CH:17][CH:16]=3)=[CH:11][N:10]=2)[CH:5]=[CH:6][C:7]=1[OH:8].[K].CC(C)([O-])C.[CH2:34](Br)[CH2:35][CH2:36][CH2:37][CH2:38][CH3:39].C(OCC)(=O)C>CS(C)=O.O>[F:1][C:2]1[CH:3]=[C:4]([C:9]2[N:10]=[CH:11][C:12]([C:15]3[CH:20]=[CH:19][C:18]([CH2:21][CH2:22][CH2:23][CH2:24][CH2:25][CH2:26][CH3:27])=[CH:17][CH:16]=3)=[CH:13][N:14]=2)[CH:5]=[CH:6][C:7]=1[O:8][CH2:34][CH2:35][CH2:36][CH2:37][CH2:38][CH3:39] |f:1.2,^1:27|. Reported procedure: 0.5 g of 2-(3-fluoro-4-hydroxyphenyl)-5-(4-heptylphenyl)pyrimidine and 0.185 g of potassium-tertbutoxide were dissolved in 20 ml of dimethyl sulfoxide. The resulting solution was stirred at room temperature for 30 minutes and then 0.295 of n-hexyl bromide was added dropwise thereto. After the completion of the addition, the mixture was stirred at room temperature for six hours. Then 100 ml of ethyl acetate and 100 ml of water were added to the reaction mixture and the organic layer was repeatedl...